This data is from the Open Reaction Database (ORD), a public repository of structured organic reaction records. The task is: describe an organic reaction: reactants, conditions, products, and yield The reactants are COC(=O)c1c(C)n(S(=O)(=O)c2ccccc2)c2ncc(Br)cc12, CCCCC, ClCCCl, CC(C)(C#N)N=NC(C)(C)C#N, O=C1CCC(=O)N1Br. Yields the product COC(=O)c1c(CBr)n(S(=O)(=O)c2ccccc2)c2ncc(Br)cc12. Reaction SMILES: [CH3:1][O:2][C:3](=[O:4])[c:5]1[c:6]([CH3:24])[n:7]([S:15](=[O:16])(=[O:17])[c:18]2[cH:19][cH:20][cH:21][cH:22][cH:23]2)[c:8]2[n:9][cH:10][c:11]([Br:14])[cH:12][c:13]12.[CH3:49][CH2:50][CH2:51][CH2:52][CH3:53].[Cl:45][CH2:46][CH2:47][Cl:48].[N:33]#[C:34][C:35]([N:36]=[N:37][C:38]([C:39]#[N:40])([CH3:41])[CH3:42])([CH3:43])[CH3:44].[O:25]=[C:26]1[N:27]([Br:32])[C:28](=[O:29])[CH2:30][CH2:31]1>>[CH3:1][O:2][C:3](=[O:4])[c:5]1[c:6]([CH2:24][Br:32])[n:7]([S:15](=[O:16])(=[O:17])[c:18]2[cH:19][cH:20][cH:21][cH:22][cH:23]2)[c:8]2[n:9][cH:10][c:11]([Br:14])[cH:12][c:13]12. The reactants are FC1=CC(=CC=C1)[N+](=O)[O-] (1-fluoro-3-nitro benzene), C1(=CC=CC=C1)O (phenol). The product is [N+](=O)([O-])C1=CC(=CC=C1)OC1=CC=CC=C1 (1-nitro-3-phenoxybenzene). As a reaction SMILES: F[C:2]1[CH:7]=[CH:6][CH:5]=[C:4]([N+:8]([O-:10])=[O:9])[CH:3]=1.[C:11]1([OH:17])[CH:16]=[CH:15][CH:14]=[CH:13][CH:12]=1>>[N+:8]([C:4]1[CH:5]=[CH:6][CH:7]=[C:2]([O:17][C:11]2[CH:16]=[CH:15][CH:14]=[CH:13][CH:12]=2)[CH:3]=1)([O-:10])=[O:9]. Procedure details: This compound is prepared according to a method analogous to that described in Example 1.1 using 1-fluoro-3-nitro benzene (15.4 g, 0.106 mol) and phenol (10 g, 0.106 mol) as starting compounds. After treatment, an orange-coloured oil is obtained. Reactants: FC1=C(C(=CC(=C1)OCC[C@@H]1[C@H](C1)C1CCN(CC1)C1=NC=C(C=N1)COC)F)CC(=O)O ({2,6-difluoro-4-[2-((1R,2R)-2-{1-[5-(methoxymethyl)pyrimidin-2-yl]piperidin-4-yl}cyclopropyl)ethoxy]phenyl}acetic acid), CO (methanol). Run in O1CCCC1 (tetrahydrofuran). Conditions: temperature 50 celsius. Product: FC1=C(C(=CC(=C1)OCC[C@@H]1[C@H](C1)C1CCN(CC1)C1=NC=C(C=N1)COC)F)CCO (2-{2,6-Difluoro-4-[2-((1R,2R)-2-{1-[5-(methoxymethyl)pyrimidin-2-yl]piperidin-4-yl}cyclopropyl)ethoxy]phenyl}ethanol). RXN SMILES: [F:1][C:2]1[CH:7]=[C:6]([O:8][CH2:9][CH2:10][C@H:11]2[CH2:13][C@@H:12]2[CH:14]2[CH2:19][CH2:18][N:17]([C:20]3[N:25]=[CH:24][C:23]([CH2:26][O:27][CH3:28])=[CH:22][N:21]=3)[CH2:16][CH2:15]2)[CH:5]=[C:4]([F:29])[C:3]=1[CH2:30][C:31](O)=[O:32].CO>O1CCCC1>[F:29][C:4]1[CH:5]=[C:6]([O:8][CH2:9][CH2:10][C@H:11]2[CH2:13][C@@H:12]2[CH:14]2[CH2:15][CH2:16][N:17]([C:20]3[N:21]=[CH:22][C:23]([CH2:26][O:27][CH3:28])=[CH:24][N:25]=3)[CH2:18][CH2:19]2)[CH:7]=[C:2]([F:1])[C:3]=1[CH2:30][CH2:31][OH:32]. Procedure details: To a solution of {2,6-difluoro-4-[2-((1R,2R)-2-{1-[5-(methoxymethyl)pyrimidin-2-yl]piperidin-4-yl}cyclopropyl)ethoxy]phenyl}acetic acid (72.0 mg, 0.125 mmol) in 1 ml anhydrous tetrahydrofuran at 0° C. was added 1 M borane-tetrahydrofuran complex (0.375 ml, 0.375 mmol) dropwise. The reaction mixture was stirred at 50° C. for an hour. The mixture was diluted by addition of 1 ml of methanol, concentrated under reduced pressure, and the residue purified by reverse-phase HPLC (SunFire Prep C18 OBD 5 ... Reactants: [Cl-].[Ca+2].[Cl-] (calcium chloride), C(CCCCCCCCCCCCCCCCC)(=O)[O-].[NH4+] (ammonium stearate). The solvent is O (water), O (water). Product: C(CCCCCCCCCCCCCCCCC)(=O)[O-].[Ca+2].C(CCCCCCCCCCCCCCCCC)(=O)[O-] (calcium stearate). RXN SMILES: [Cl-].[Ca+2:2].[Cl-].[C:4]([O-:23])(=[O:22])[CH2:5][CH2:6][CH2:7][CH2:8][CH2:9][CH2:10][CH2:11][CH2:12][CH2:13][CH2:14][CH2:15][CH2:16][CH2:17][CH2:18][CH2:19][CH2:20][CH3:21].[NH4+]>O>[C:4]([O-:23])(=[O:22])[CH2:5][CH2:6][CH2:7][CH2:8][CH2:9][CH2:10][CH2:11][CH2:12][CH2:13][CH2:14][CH2:15][CH2:16][CH2:17][CH2:18][CH2:19][CH2:20][CH3:21].[Ca+2:2].[C:4]([O-:23])(=[O:22])[CH2:5][CH2:6][CH2:7][CH2:8][CH2:9][CH2:10][CH2:11][CH2:12][CH2:13][CH2:14][CH2:15][CH2:16][CH2:17][CH2:18][CH2:19][CH2:20][CH3:21] |f:0.1.2,3.4,6.7.8|. Procedure: 272 ml. of water, 10 g. of Gelvatol 1-90 polyvinylalcohol and 5 g. of Acrysol WS-32 acrylic polymer were heated until the binders dissolved. 50 g. of stearic acid was then added and melted to form a liquid layer floating on the aqueous solution. 23 ml. of ammonium hyroxide (28% solution), which was the stoichiometric amount to form ammonium stearate, was then added dropwise to the gently stirred liquid. An intractable gel is formed which was transferred to a vigorously-stirred Waring Blendor, an... Reactants: C(CCC)C1=[N+](C2=C(N1CC1=CC=C(C=C1)C=1C(=CC=CC1)C(=O)OC(C)(C)C)C=CC(=C2)S(=O)(=O)N(C)C)[O-] (tert.butyl 4'-[(2-n-butyl-5-dimethylaminosulphonyl-3-N-oxido-benzimidazol-1-yl)-methyl]biphenyl-2-carboxylate), FC(C(=O)O)(F)F (trifluoroacetic acid). The reagents and catalysts are [Ni] (Raney nickel). Run in C(Cl)Cl (methylene chloride). The product is C(CCC)C1=NC2=C(N1CC1=CC=C(C=C1)C=1C(=CC=CC1)C(=O)OC(C)(C)C)C=CC(=C2)S(=O)(=O)N(C)C (Tert.butyl 4'-[(2-n-butyl-5-dimethylaminosulphonyl-benzimidazol-1-yl)-methyl]biphenyl-2-carboxylate). RXN SMILES: [CH2:1]([C:5]1[N:9]([CH2:10][C:11]2[CH:16]=[CH:15][C:14]([C:17]3[C:18]([C:23]([O:25][C:26]([CH3:29])([CH3:28])[CH3:27])=[O:24])=[CH:19][CH:20]=[CH:21][CH:22]=3)=[CH:13][CH:12]=2)[C:8]2[CH:30]=[CH:31][C:32]([S:34]([N:37]([CH3:39])[CH3:38])(=[O:36])=[O:35])=[CH:33][C:7]=2[N+:6]=1[O-])[CH2:2][CH2:3][CH3:4].FC(F)(F)C(O)=O>[Ni].C(Cl)Cl>[CH2:1]([C:5]1[N:9]([CH2:10][C:11]2[CH:16]=[CH:15][C:14]([C:17]3[C:18]([C:23]([O:25][C:26]([CH3:28])([CH3:29])[CH3:27])=[O:24])=[CH:19][CH:20]=[CH:21][CH:22]=3)=[CH:13][CH:12]=2)[C:8]2[CH:30]=[CH:31][C:32]([S:34]([N:37]([CH3:39])[CH3:38])(=[O:35])=[O:36])=[CH:33][C:7]=2[N:6]=1)[CH2:2][CH2:3][CH3:4]. Reported procedure: Prepared in analogous manner to Example 9 from tert.butyl 4'-[(2-n-butyl-5-dimethylaminosulphonyl-3-N-oxido-benzimidazol-1-yl)-methyl]biphenyl-2-carboxylate by catalytic hydrogenation in the presence of Raney nickel and subsequent reaction with trifluoroacetic acid in methylene chloride. The reactants are NC1=C(C=C(C(=O)C2=CN(C3=CC=CC=C23)CCCC(=O)OCC)C=C1)O (Ethyl 4-[3-(4-amino-3-hydroxybenzoyl)indol-1-yl]butanoate), CO (methanol), C(C)C1=CC=C(C=O)C=C1 (4-ethylbenzaldehyde), C(#N)[BH3-].[Na+] (sodium cyanoborohydride), resultant mixture. Run in O (water), C(C)(=O)O (Acetic acid), O (Water). The product is C(C)C1=CC=C(C=C1)CNC1=C(C=C(C(=O)C2=CN(C3=CC=CC=C23)CCCC(=O)OCC)C=C1)O (ethyl 4-{3-[4-(4-ethylphenyl)methylamino-3-hydroxybenzoyl)indol-1-yl}butanoate). The yield is 81.5%. Reaction SMILES: [NH2:1][C:2]1[CH:26]=[CH:25][C:5]([C:6]([C:8]2[C:16]3[C:11](=[CH:12][CH:13]=[CH:14][CH:15]=3)[N:10]([CH2:17][CH2:18][CH2:19][C:20]([O:22][CH2:23][CH3:24])=[O:21])[CH:9]=2)=[O:7])=[CH:4][C:3]=1[OH:27].CO.[CH2:30]([C:32]1[CH:39]=[CH:38][C:35]([CH:36]=O)=[CH:34][CH:33]=1)[CH3:31].C([BH3-])#N.[Na+]>O.C(O)(=O)C>[CH2:30]([C:32]1[CH:39]=[CH:38][C:35]([CH2:36][NH:1][C:2]2[CH:26]=[CH:25][C:5]([C:6]([C:8]3[C:16]4[C:11](=[CH:12][CH:13]=[CH:14][CH:15]=4)[N:10]([CH2:17][CH2:18][CH2:19][C:20]([O:22][CH2:23][CH3:24])=[O:21])[CH:9]=3)=[O:7])=[CH:4][C:3]=2[OH:27])=[CH:34][CH:33]=1)[CH3:31] |f:3.4|. Procedure: Ethyl 4-[3-(4-amino-3-hydroxybenzoyl)indol-1-yl]butanoate (5.0 g) was suspended in a mixed solvent containing methanol (50 ml) and water (5 ml), and 4-ethylbenzaldehyde (3.66 g) and sodium cyanoborohydride (1.80 g) were added to the suspension. Acetic acid (2.5 ml) was further added dropwise to the mixture over five minutes, and the resultant mixture was stirred at room temperature for one hour. Water (50 ml) was added to the reaction mixture, and crystals so precipitated were collected by filtr... Reactants: B, COC(=O)c1ccc(C(C)=O)cc1, CCO, [Na], C1CCOC1. Product: COC(=O)c1ccc(C(C)O)cc1. As a reaction SMILES: [BH3:19].[C:1]([CH3:2])(=[O:3])[c:4]1[cH:5][cH:6][c:7]([C:8](=[O:9])[O:10][CH3:11])[cH:12][cH:13]1.[CH3:21][CH2:22][OH:23].[Na:20].[O:14]1[CH2:15][CH2:16][CH2:17][CH2:18]1>>[CH:1]([CH3:2])([OH:3])[c:4]1[cH:5][cH:6][c:7]([C:8](=[O:9])[O:10][CH3:11])[cH:12][cH:13]1. The reactants are FC1=CC=C(COC=2C=C(C(=CC2)N)N)C=C1 (4-(4-fluoro-benzyloxy)-benzene-1,2-diamine), C(C)(C)(C)CC(=O)Cl (tert-butylacetylchloride). Run in C(C)O (ethanol). Conditions: temperature 4.5 celsius, time 3 hour. Yields the product NC1=C(C=CC(=C1)OCC1=CC=C(C=C1)F)NC(CC(C)(C)C)=O (N-(2-amino-4-(4-fluorobenzyloxy)phenyl)-3,3-dimethylbutanamide). RXN SMILES: [F:1][C:2]1[CH:17]=[CH:16][C:5]([CH2:6][O:7][C:8]2[CH:9]=[C:10]([NH2:15])[C:11]([NH2:14])=[CH:12][CH:13]=2)=[CH:4][CH:3]=1.[C:18]([CH2:22][C:23](Cl)=[O:24])([CH3:21])([CH3:20])[CH3:19]>C(O)C>[NH2:15][C:10]1[CH:9]=[C:8]([O:7][CH2:6][C:5]2[CH:16]=[CH:17][C:2]([F:1])=[CH:3][CH:4]=2)[CH:13]=[CH:12][C:11]=1[NH:14][C:23](=[O:24])[CH2:22][C:18]([CH3:21])([CH3:20])[CH3:19]. Reported procedure: To a solution of 4-(4-fluoro-benzyloxy)-benzene-1,2-diamine (0.23 g, 1 mmol) and N,N-diisopropylethyllamine (0.21 ml, 1.2 mmol) in 8 ml of anhydrous ethanol was added dropwise tert-butylacetylchloride (111 μl, 1 mmol) at 4-5° C. in an ice-water bath. The reaction mixture was stirred for 30 min at 4-5° C. and for 3 hours at room temperature. The solvent was removed in vacuo and the residue was chromatographied (hexane/ethyl acetate, 2:1) to give the desired product as a white solid. 1H-NMR (300 M...